This data is from the Open Reaction Database (ORD), a public repository of structured organic reaction records. The task is: describe an organic reaction: reactants, conditions, products, and yield Starting materials: NCC(CO)C1CCCCC1 (3-amino-2-cyclohexyl-1-propanol), COC(C(=O)OC)O (methyl glyoxylate methylhemiacetal), C(C)(=O)O (acetic acid). Reagents/catalysts: [Pd] (Pd on carbon). Run in CO (methanol), CO (methanol). Product: C1(CCCCC1)C(CNCC(=O)OC)CO (N-(2-Cyclohexyl-3-hydroxypropyl) glycine, methyl ester). Isolated yield 53.4%. RXN SMILES: [NH2:1][CH2:2][CH:3]([CH:6]1[CH2:11][CH2:10][CH2:9][CH2:8][CH2:7]1)[CH2:4][OH:5].[CH3:12][O:13][CH:14]([OH:19])[C:15](OC)=O.C(O)(=O)C>CO.[Pd]>[CH:6]1([CH:3]([CH2:4][OH:5])[CH2:2][NH:1][CH2:15][C:14]([O:13][CH3:12])=[O:19])[CH2:11][CH2:10][CH2:9][CH2:8][CH2:7]1. Procedure: A solution of 3-amino-2-cyclohexyl-1-propanol (1 g, 6.37 mmole) and methyl glyoxylate methylhemiacetal (790 mg, 6.56 mmole; see Tetrahedron, 881, 1977) in methanol (9 ml) was stirred at room temperature under argon for 24 hours. The resulting solution was transferred to a Parr bottle, treated with additional methanol (22 ml), acetic acid (3.6 ml), and 10% Pd on carbon (857 mg) and hydrogenated at 50 psi overnight. The catalyst was filtered off and the filtrate was concentrated in vacuo. Acetic a... Reactants: CN, Cl, Cc1ccc(S(=O)(=O)OCC2Cc3cc(-c4ccccc4)cc(-c4ccc(F)cc4F)c3O2)cc1. The product is CNCC1Cc2cc(-c3ccccc3)cc(-c3ccc(F)cc3F)c2O1. Reaction SMILES: [CH3:37][NH2:38].[ClH:1].[F:2][c:3]1[c:4](-[c:10]2[cH:11][c:12](-[c:31]3[cH:32][cH:33][cH:34][cH:35][cH:36]3)[cH:13][c:14]3[c:18]2[O:17][CH:16]([CH2:19][O:20][S:21]([c:22]2[cH:23][cH:24][c:25]([CH3:26])[cH:27][cH:28]2)(=[O:29])=[O:30])[CH2:15]3)[cH:5][cH:6][c:7]([F:9])[cH:8]1>>[F:2][c:3]1[c:4](-[c:10]2[cH:11][c:12](-[c:31]3[cH:32][cH:33][cH:34][cH:35][cH:36]3)[cH:13][c:14]3[c:18]2[O:17][CH:16]([CH2:19][NH:38][CH3:37])[CH2:15]3)[cH:5][cH:6][c:7]([F:9])[cH:8]1. The product is CC(C)(C)OC(=O)NC1CCC(CNc2nc(Cl)ncc2Br)CC1. The reactants are Clc1ncc(Br)c(Cl)n1, CC(C)(C)OC(=O)NC1CCC(CN)CC1, CCN(C(C)C)C(C)C, Cl. Reaction SMILES: [Br:1][c:2]1[c:3]([Cl:9])[n:4][c:5]([Cl:8])[n:6][cH:7]1.[C:11]([CH3:12])([CH3:13])([CH3:14])[O:15][C:16]([NH:17][CH:18]1[CH2:19][CH2:20][CH:21]([CH2:24][NH2:25])[CH2:22][CH2:23]1)=[O:26].[CH:27]([N:28]([CH2:29][CH3:30])[CH:31]([CH3:32])[CH3:33])([CH3:34])[CH3:35].[ClH:10]>>[Br:1][c:2]1[c:3]([NH:25][CH2:24][CH:21]2[CH2:20][CH2:19][CH:18]([NH:17][C:16]([O:15][C:11]([CH3:12])([CH3:13])[CH3:14])=[O:26])[CH2:23][CH2:22]2)[n:4][c:5]([Cl:8])[n:6][cH:7]1. The reactants are [H][H] (hydrogen), C(C=C)C1=C2CCC(NC2=CC=C1OCC=C)=O (5-allyl-6-allyloxy-3,4-dihydro-2(1H)-quinolinone), C(C=C)C1=C(C=C2CCC(NC2=C1)=O)OCC=C (7-allyl-6-allyloxy-3,4-dihydro-2(1H)-quinolinone), C(C=C(C)C)Br (prenyl bromide), [H-].[Na+] (sodium hydride). Solvent: O (water), CN(C=O)C (dimethylformamide). Conditions: time 8 hour. Yields the product C(C=C)C1=C(C=C2CCC(N(C2=C1)CC=C(C)C)=O)OCC=C (7-allyl-6-allyloxy-3,4-dihydro-1-prenyl-2(1H)-quinolinone). Yield: 59.7%. Reaction SMILES: [CH2:1]([C:4]1[C:13](OCC=C)=CC=C2[C:5]=1CCC(=O)N2)[CH:2]=C.[CH2:19]([C:22]1[CH:31]=[C:30]2[C:25]([CH2:26][CH2:27][C:28](=[O:32])[NH:29]2)=[CH:24][C:23]=1[O:33][CH2:34][CH:35]=[CH2:36])[CH:20]=[CH2:21].[H-].[Na+].[H][H].C(Br)C=C(C)C>CN(C)C=O.O>[CH2:19]([C:22]1[CH:31]=[C:30]2[C:25]([CH2:26][CH2:27][C:28](=[O:32])[N:29]2[CH2:2][CH:1]=[C:4]([CH3:13])[CH3:5])=[CH:24][C:23]=1[O:33][CH2:34][CH:35]=[CH2:36])[CH:20]=[CH2:21] |f:2.3|. Procedure details: 10.2 Grams of the mixture of 5-allyl-6-allyloxy-3,4-dihydro-2(1H)-quinolinone and 7-allyl-6-allyloxy-3,4-dihydro-2(1H)-quinolinone obtained in Example 16 was dissolved in 100 ml of dimethylformamide, then 2.2 g of 60% oily sodium hydride was added little by little, and stirred at 25° to 40° C. until generation of hydrogen gas was ceased. After the reaction mixture was cooled to room temperature, 9.1 g of prenyl bromide was added and stirred at room temperature for 8 hours. After the reaction was... Reactants: CSC=1OC2=C(N1)C=CC=C2 (2-methylsulfanyl-benzooxazole), CSC=1OC2=C(N1)C=CC=C2 (2-methylsulfanyl-benzooxazole), ice water. Run in C(O)CN (ethanolamine). Reaction conditions: temperature 100 celsius. Yields the product O1C(=NC2=C1C=CC=C2)NCCO (2-(benzooxazol-2-ylamino)-ethanol). As a reaction SMILES: CS[C:3]1[O:4][C:5]2[CH:11]=[CH:10][CH:9]=[CH:8][C:6]=2[N:7]=1>C(CN)O>[O:4]1[C:5]2[CH:11]=[CH:10][CH:9]=[CH:8][C:6]=2[N:7]=[C:3]1[NH:7][CH2:6][CH2:5][OH:4]. Procedure details: To 2-methylsulfanyl-benzooxazole [compound of Step I] (25 g, 150 mmol), ethanolamine (253 g, 250 mL) was added and the reaction mixture was heated at 100° C. for 1.5 hours. The reaction mixture was poured on crushed ice-water mixture and extracted with ethyl acetate (3×1 L). The ethyl acetate layer was washed with water and brine, dried over anhydrous sodium sulfate and concentrated to give 2-(benzooxazol-2-ylamino)-ethanol. Starting materials: [Li]CCCC, CC(C)[N-]C(C)C, CC(C)NC(C)C, COc1ccc(COC(=O)Cl)cc1, Cl, [Li+], O=C1CSCO1, C1CCOC1. The product is COc1ccc(COC(=O)C2SCOC2=O)cc1. As a reaction SMILES: [CH2:16]([Li:17])[CH2:18][CH2:19][CH3:20].[CH:1]([N-:2][CH:3]([CH3:4])[CH3:5])([CH3:6])[CH3:7].[CH:9]([NH:10][CH:11]([CH3:12])[CH3:13])([CH3:14])[CH3:15].[Cl:27][C:28](=[O:29])[O:30][CH2:31][c:32]1[cH:33][cH:34][c:35]([O:38][CH3:39])[cH:36][cH:37]1.[ClH:40].[Li+:8].[O:21]=[C:22]1[CH2:23][S:24][CH2:25][O:26]1.[O:41]1[CH2:42][CH2:43][CH2:44][CH2:45]1>>[O:21]=[C:22]1[CH:23]([C:28](=[O:29])[O:30][CH2:31][c:32]2[cH:33][cH:34][c:35]([O:38][CH3:39])[cH:36][cH:37]2)[S:24][CH2:25][O:26]1.